Dataset: the Open Reaction Database (ORD), a public repository of structured organic reaction records. Task: describe an organic reaction: reactants, conditions, products, and yield The reactants are COc1ccc(N2CCN(c3c(C)c(C)c4c(c3C)C(=C3CCCCC3)C(C)(C)O4)CC2)cc1, C, CCO, CO, Cl, [Pd]. The product is COc1ccc(N2CCN(c3c(C)c(C)c4c(c3C)C(C3CCCCC3)C(C)(C)O4)CC2)cc1. As a reaction SMILES: [C:2]1(=[C:8]2[C:9]([CH3:34])([CH3:35])[O:10][c:11]3[c:12]2[c:13]([CH3:33])[c:14]([N:19]2[CH2:20][CH2:21][N:22]([c:25]4[cH:26][cH:27][c:28]([O:31][CH3:32])[cH:29][cH:30]4)[CH2:23][CH2:24]2)[c:15]([CH3:18])[c:16]3[CH3:17])[CH2:3][CH2:4][CH2:5][CH2:6][CH2:7]1.[C:41].[CH3:36][CH2:37][OH:38].[CH3:39][OH:40].[ClH:1].[Pd:42]>>[CH:2]1([CH:8]2[C:9]([CH3:34])([CH3:35])[O:10][c:11]3[c:12]2[c:13]([CH3:33])[c:14]([N:19]2[CH2:20][CH2:21][N:22]([c:25]4[cH:26][cH:27][c:28]([O:31][CH3:32])[cH:29][cH:30]4)[CH2:23][CH2:24]2)[c:15]([CH3:18])[c:16]3[CH3:17])[CH2:3][CH2:4][CH2:5][CH2:6][CH2:7]1. Starting materials: Cc1c(CN2CCN(c3nccnc3-c3ccc(CCl)cc3)CC2)cnn1C, Cl, Cl, [H-], [Na+], CN(C)C=O, c1cn[nH]c1. Product: Cc1c(CN2CCN(c3nccnc3-c3ccc(Cn4cccn4)cc3)CC2)cnn1C. RXN SMILES: [Cl:10][CH2:11][c:12]1[cH:13][cH:14][c:15](-[c:18]2[c:19]([N:24]3[CH2:25][CH2:26][N:27]([CH2:30][c:31]4[cH:32][n:33][n:34]([CH3:37])[c:35]4[CH3:36])[CH2:28][CH2:29]3)[n:20][cH:21][cH:22][n:23]2)[cH:16][cH:17]1.[ClH:8].[ClH:9].[H-:1].[Na+:2].[O:38]=[CH:39][N:40]([CH3:41])[CH3:42].[nH:3]1[n:4][cH:5][cH:6][cH:7]1>>[n:3]1([CH2:11][c:12]2[cH:13][cH:14][c:15](-[c:18]3[c:19]([N:24]4[CH2:25][CH2:26][N:27]([CH2:30][c:31]5[cH:32][n:33][n:34]([CH3:37])[c:35]5[CH3:36])[CH2:28][CH2:29]4)[n:20][cH:21][cH:22][n:23]3)[cH:16][cH:17]2)[n:4][cH:5][cH:6][cH:7]1. Starting materials: C(CCC)P(CCCC)CCCC (tri-n-butylphosphine), ClCC1=CC(=CC=C1)CCl (α,α'-dichloro-m-xylene). Solvent: C1(=CC=CC=C1)C (toluene), C1(=CC=CC=C1)C (toluene). Product: [Cl-].ClCC=1C=C(C[P+](CCCC)(CCCC)CCCC)C=CC1 (3-(Chloromethyl)benzyltri-n-butylphosphonium chloride). As a reaction SMILES: [CH2:1]([P:5]([CH2:10][CH2:11][CH2:12][CH3:13])[CH2:6][CH2:7][CH2:8][CH3:9])[CH2:2][CH2:3][CH3:4].[Cl:14][CH2:15][C:16]1[CH:21]=[CH:20][CH:19]=[C:18]([CH2:22][Cl:23])[CH:17]=1>C1(C)C=CC=CC=1>[Cl-:14].[Cl:23][CH2:22][C:18]1[CH:17]=[C:16]([CH:21]=[CH:20][CH:19]=1)[CH2:15][P+:5]([CH2:6][CH2:7][CH2:8][CH3:9])([CH2:10][CH2:11][CH2:12][CH3:13])[CH2:1][CH2:2][CH2:3][CH3:4] |f:3.4|. Procedure: A mixture of tri-n-butylphosphine (18.9 g, 103.8 mmol) in toluene (50 mL) was added dropwise to a mixture of α,α'-dichloro-m-xylene (7.0 g, 34.6 mmol) in toluene (200 mL) under argon gas. The reaction mixture was allowed to stir for several days at room temperature under argon, after which time the tri-n-butylphosphonium chloride salt had crystallized out of solution and TLC examination showed completion of reaction. The white crystals were filtered and washed several times with toluene and hexa... Reactants: COC(=O)c1cc(Br)cc(Br)c1NC(=O)C(C)c1ccc(OC)c([N+](=O)[O-])c1, C[Si](C)(C)[N-][Si](C)(C)C, CCCCCC, CCOC(C)=O, [Li+]. The product is COc1ccc(C2(C)C(=O)Nc3c(Br)cc(Br)cc3C2=O)cc1[N+](=O)[O-]. Reaction SMILES: [CH3:1][O:2][C:3]([c:4]1[c:5]([NH:12][C:13]([CH:14]([CH3:15])[c:16]2[cH:17][c:18]([N+:24](=[O:25])[O-:26])[c:19]([O:22][CH3:23])[cH:20][cH:21]2)=[O:27])[c:6]([Br:11])[cH:7][c:8]([Br:10])[cH:9]1)=[O:28].[CH3:30][Si:31]([N-:32][Si:33]([CH3:34])([CH3:35])[CH3:36])([CH3:37])[CH3:38].[CH3:39][CH2:40][CH2:41][CH2:42][CH2:43][CH3:44].[CH3:45][CH2:46][O:47][C:48]([CH3:49])=[O:50].[Li+:29]>>[O:2]=[C:3]1[c:4]2[c:5]([c:6]([Br:11])[cH:7][c:8]([Br:10])[cH:9]2)[NH:12][C:13](=[O:27])[C:14]1([CH3:15])[c:16]1[cH:17][c:18]([N+:24](=[O:25])[O-:26])[c:19]([O:22][CH3:23])[cH:20][cH:21]1. The reactants are NC1=C(C(=NC2=CC=CC(=C12)OCC1CCCC1)C)C(=O)O (4-amino-5-(cyclopentylmethoxy)-2-methylquinoline-3-carboxylic acid), Cl (HCl). Product: Cl.NC1=C(C(=NC2=CC=CC(=C12)OCC1CCCC1)C)C(=O)O (4-amino-5-(cyclopentylmethoxy)-2-methylquinoline-3-carboxylic acid hydrochloride). As a reaction SMILES: [NH2:1][C:2]1[C:11]2[C:6](=[CH:7][CH:8]=[CH:9][C:10]=2[O:12][CH2:13][CH:14]2[CH2:18][CH2:17][CH2:16][CH2:15]2)[N:5]=[C:4]([CH3:19])[C:3]=1[C:20]([OH:22])=[O:21].[ClH:23]>>[ClH:23].[NH2:1][C:2]1[C:11]2[C:6](=[CH:7][CH:8]=[CH:9][C:10]=2[O:12][CH2:13][CH:14]2[CH2:18][CH2:17][CH2:16][CH2:15]2)[N:5]=[C:4]([CH3:19])[C:3]=1[C:20]([OH:22])=[O:21] |f:2.3|. Procedure details: Prepared as in Example 123 from 4-amino-5-(cyclopentylmethoxy)-2-methylquinoline-3-carboxylic acid (Example 18) as a white solid (100%). 1H NMR (400 MHz, DMSO-d6) δ 1.29-1.37 (m, 2H), 1.51-1.66 (m, 4H), 1.82-1.90 (m, 2H), 2.43-2.51 (m, 1H), 2.81 (s, 3H), 4.18 (d, J=7.2 Hz, 2H), 7.24 (d, J=8.4 Hz, 1H), 7.60 (d, J=8.4 Hz, 1H), 7.84 (t, J=8.4 Hz, 1H), 9.25 (brs, 1H), 9.86 (brs, 1H). MS 301 (MH+-HCl). Starting materials: C(CC(C)C)OC1=C(C2=CC=CC=C2C=C1)C=O (2-(isopentyloxy)-1-naphthaldehyde), OC1=C(C2=CC=CC=C2C=C1)C=O (2-hydroxy-1-naphthaldehyde), BrCC1=CC(=CC=C1)Cl (1-(bromomethyl)-3-chlorobenzene). The product is ClC=1C=C(COC2=C(C3=CC=CC=C3C=C2)C=O)C=CC1 (2-[(3-CHLOROBENZYL)OXY]-1-NAPHTHALDEHYDE). As a reaction SMILES: [CH2:1]([O:6][C:7]1[CH:16]=[CH:15][C:14]2[C:9](=[CH:10][CH:11]=[CH:12][CH:13]=2)[C:8]=1[CH:17]=[O:18])[CH2:2][CH:3]([CH3:5])C.OC1C=CC2C(=CC=CC=2)C=1C=O.BrCC1C=C[CH:37]=[C:36]([Cl:40])[CH:35]=1>>[Cl:40][C:36]1[CH:35]=[C:2]([CH:3]=[CH:5][CH:37]=1)[CH2:1][O:6][C:7]1[CH:16]=[CH:15][C:14]2[C:9](=[CH:10][CH:11]=[CH:12][CH:13]=2)[C:8]=1[CH:17]=[O:18]. Procedure details: Prepared according to the Procedure for 2-(isopentyloxy)-1-naphthaldehyde using 2-hydroxy-1-naphthaldehyde and 1-(bromomethyl)-3-chlorobenzene. Solvent: O1CCCC1 (tetrahydrofuran). Procedure: To a mixture of Example 5D (200 mg), [1,1′-bis(diphenylphosphino)ferrocene]dichloropalladium(II) dichloromethane (28.9 mg) and 2,2′-bis(diphenylphosphino)-1,1′-binaphthyl (22 mg) in tetrahydrofuran (3 mL) was added (3-phenylpropyl)zinc(II) bromide (1.42 mL). The resulting suspension was heated in a Biotage microwave synthesizer at 100° C. for 30 minutes. The reaction mixture was filtered through a sintered glass funnel. The filtrate was concentrated, and the residue was purified by preparative T... Product: S1C(=NC2=C1C=CC=C2)NC(=O)C=2C=CC=C1CCN(CC21)C2=CC=C(C(=N2)C(=O)OC(C)(C)C)CCCC2=CC=CC=C2 (tert-butyl 6-(8-(benzo[d]thiazol-2-ylcarbamoyl)-3,4-dihydroisoquinolin-2(1H)-yl)-3-(3-phenylpropyl)picolinate). The reactants are S1C(=NC2=C1C=CC=C2)NC(=O)C=2C=CC=C1CCN(CC21)C2=CC=C(C(=N2)C(=O)OC(C)(C)C)Br (tert-butyl 6-(8-(benzo[d]thiazol-2-ylcarbamoyl)-3,4-dihydroisoquinolin-2(1H)-yl)-3-bromopicolinate), C1(=CC=CC=C1)P(C1=C(C2=CC=CC=C2C=C1)C1=C(C=CC2=CC=CC=C12)P(C1=CC=CC=C1)C1=CC=CC=C1)C1=CC=CC=C1 (2,2′-bis(diphenylphosphino)-1,1′-binaphthyl), [Br-].C1(=CC=CC=C1)CCC[Zn+] ((3-phenylpropyl)zinc(II) bromide). Reagents/catalysts: C1=CC=C(C=C1)P([C-]2C=CC=C2)C3=CC=CC=C3.C1=CC=C(C=C1)P([C-]2C=CC=C2)C3=CC=CC=C3.Cl[Pd]Cl.[Fe+2].ClCCl ([1,1′-bis(diphenylphosphino)ferrocene]dichloropalladium(II) dichloromethane). Run at temperature 100 celsius. Reaction SMILES: [S:1]1[C:5]2[CH:6]=[CH:7][CH:8]=[CH:9][C:4]=2[N:3]=[C:2]1[NH:10][C:11]([C:13]1[CH:14]=[CH:15][CH:16]=[C:17]2[C:22]=1[CH2:21][N:20]([C:23]1[N:28]=[C:27]([C:29]([O:31][C:32]([CH3:35])([CH3:34])[CH3:33])=[O:30])[C:26](Br)=[CH:25][CH:24]=1)[CH2:19][CH2:18]2)=[O:12].C1(P(C2C=CC=CC=2)[C:44]2[CH:53]=[CH:52][C:51]3[C:46](=CC=CC=3)[C:45]=2[C:54]2C3C(=CC=CC=3)C=[CH:56][C:55]=2P(C2C=CC=CC=2)C2C=CC=CC=2)C=CC=CC=1.[Br-].C1(CCC[Zn+])C=CC=CC=1>O1CCCC1.C1C=CC(P(C2C=CC=CC=2)[C-]2C=CC=C2)=CC=1.C1C=CC(P(C2C=CC=CC=2)[C-]2C=CC=C2)=CC=1.Cl[Pd]Cl.[Fe+2].ClCCl>[S:1]1[C:5]2[CH:6]=[CH:7][CH:8]=[CH:9][C:4]=2[N:3]=[C:2]1[NH:10][C:11]([C:13]1[CH:14]=[CH:15][CH:16]=[C:17]2[C:22]=1[CH2:21][N:20]([C:23]1[N:28]=[C:27]([C:29]([O:31][C:32]([CH3:35])([CH3:34])[CH3:33])=[O:30])[C:26]([CH2:56][CH2:55][CH2:54][C:45]3[CH:46]=[CH:51][CH:52]=[CH:53][CH:44]=3)=[CH:25][CH:24]=1)[CH2:19][CH2:18]2)=[O:12] |f:2.3,5.6.7.8.9|. The reactants are [BH4-], O=C(CCCCCCCBr)c1ccc(Cl)cc1, CC(=O)O, [Na+], O. Yields the product OC(CCCCCCCBr)c1ccc(Cl)cc1. Reaction SMILES: [BH4-:18].[Br:1][CH2:2][CH2:3][CH2:4][CH2:5][CH2:6][CH2:7][CH2:8][C:9](=[O:10])[c:11]1[cH:12][cH:13][c:14]([Cl:17])[cH:15][cH:16]1.[CH3:20][C:21](=[O:22])[OH:23].[Na+:19].[OH2:24]>>[Br:1][CH2:2][CH2:3][CH2:4][CH2:5][CH2:6][CH2:7][CH2:8][CH:9]([OH:10])[c:11]1[cH:12][cH:13][c:14]([Cl:17])[cH:15][cH:16]1. Starting materials: Cc1cc(O)c(C#N)s1, O=C([O-])[O-], CC(C)=O, [K+], [K+], COP(=S)(Cl)OC. Yields the product COP(=S)(OC)Oc1cc(C)sc1C#N. As a reaction SMILES: [C:14](#[N:15])[c:16]1[s:17][c:18]([CH3:22])[cH:19][c:20]1[OH:21].[C:1](=[O:2])([O-:3])[O-:4].[CH3:23][C:24](=[O:25])[CH3:26].[K+:5].[K+:6].[P:7](=[S:8])([O:9][CH3:10])([O:11][CH3:12])[Cl:13]>>[P:7](=[S:8])([O:9][CH3:10])([O:11][CH3:12])[O:21][c:20]1[c:16]([C:14]#[N:15])[s:17][c:18]([CH3:22])[cH:19]1. The reactants are ClC1=CC(=C(CN2N=CC3=CC(=CC=C23)\C=C/2\C(N(C(S2)=O)C[C@@H]2CNCCO2)=O)C=C1)C(F)(F)F ((5Z)-5-({1-[4-chloro-2-(trifluoromethyl)-benzyl]-1H-indazol-5-yl}methylidene)-3-[(2S)-morpholin-2-ylmethyl]-1,3-thiazolidine-2,4-dione), C=O (formaldehyde). Yields the product ClC1=CC(=C(CN2N=CC3=CC(=CC=C23)\C=C/2\C(N(C(S2)=O)C[C@@H]2CN(CCO2)C)=O)C=C1)C(F)(F)F ((5Z)-5-({1-[4-Chloro-2-(trifluoromethyl)benzyl]-1H-indazol-5-yl}methylidene)-3-{[(2S)-4-methylmorpholin-2-yl]methyl}-1,3-thiazolidine-2,4-dione). Reaction SMILES: [Cl:1][C:2]1[CH:32]=[CH:31][C:5]([CH2:6][N:7]2[C:15]3[C:10](=[CH:11][C:12](/[CH:16]=[C:17]4/[C:18](=[O:30])[N:19]([CH2:23][C@H:24]5[O:29][CH2:28][CH2:27][NH:26][CH2:25]5)[C:20](=[O:22])[S:21]/4)=[CH:13][CH:14]=3)[CH:9]=[N:8]2)=[C:4]([C:33]([F:36])([F:35])[F:34])[CH:3]=1.[CH2:37]=O>>[Cl:1][C:2]1[CH:32]=[CH:31][C:5]([CH2:6][N:7]2[C:15]3[C:10](=[CH:11][C:12](/[CH:16]=[C:17]4/[C:18](=[O:30])[N:19]([CH2:23][C@H:24]5[O:29][CH2:28][CH2:27][N:26]([CH3:37])[CH2:25]5)[C:20](=[O:22])[S:21]/4)=[CH:13][CH:14]=3)[CH:9]=[N:8]2)=[C:4]([C:33]([F:36])([F:35])[F:34])[CH:3]=1. Procedure: (5Z)-5-({1-[4-Chloro-2-(trifluoromethyl)benzyl]-1H-indazol-5-yl}methylidene)-3-{[(2S)-4-methylmorpholin-2-yl]methyl}-1,3-thiazolidine-2,4-dione was prepared from (5Z)-5-({1-[4-chloro-2-(trifluoromethyl)-benzyl]-1H-indazol-5-yl}methylidene)-3-[(2S)-morpholin-2-ylmethyl]-1,3-thiazolidine-2,4-dione (Example 183) and formaldehyde following General Procedure R.